From a dataset of the Open Reaction Database (ORD), a public repository of structured organic reaction records. describe an organic reaction: reactants, conditions, products, and yield The reactants are C(C)C1=CC2=C(N(C3=C(C=4N2C(NN4)=O)C=CC=N3)C(CN3CCCC3)=O)C=C1CC (6,7-diethyl-2,9-dihydro-9-(pyrrolidinoacetyl)-3H-pyrido[3,2-c]-s-triazolo[4,3-a][1,5]benzodiazepin-3-one), CN(C=O)C (dimethylformamide), [H-].[Na+] (sodium hydride), N1(CCCC1)CCCCl ((3-pyrrolidinopropyl)chloride). The solvent is C=1(C(=CC=CC1)C)C (xylene). Run at time 22 hour. Product: N1=NC(C=CC2=C1C=CC=C2)=O (benzodiazepin-3-one). RXN SMILES: C([C:3]1[C:29]([CH2:30][CH3:31])=[CH:28][C:6]2N(C(=O)CN3CCCC3)C3N=CC=CC=3C3N(C(=O)NN=3)[C:5]=2[CH:4]=1)C.[H-].[Na+].[N:34]1(CCCCl)CCCC1.C[N:44](C)[CH:45]=[O:46]>C1(C)C(C)=CC=CC=1>[N:34]1[C:3]2[CH:4]=[CH:5][CH:6]=[CH:28][C:29]=2[CH:30]=[CH:31][C:45](=[O:46])[N:44]=1 |f:1.2|. Procedure: In the manner given in Example 25, to 6,7-diethyl-2,9-dihydro-9-(pyrrolidinoacetyl)-3H-pyrido[3,2-c]-s-triazolo[4,3-a][1,5]benzodiazepin-3-one in dimethylformamide is added a solution of sodium hydride in mineral oil. The mixture is allowed to react at about 95° C. for 40 minutes and after cooling (3-pyrrolidinopropyl)chloride in xylene is added. The mixture is kept at 95°-100° C. for a period of 22 hours, evaporated and worked up as in example 25 to give 6,7-diethyl-2,9-dihydro-2-(3-pyrrolidino... Starting materials: C(C)(C)(C)OC(=O)N[C@@H]1C(N([C@H]1CC)OC)=O ((trans)-3-t-Butoxycarbonylamino-4-ethyl-1-methoxy-2-azetidinone), N (ammonia), [Cl-].[NH4+] (Ammonium chloride), [Na] (sodium). Solvent: liquid. Reaction conditions: time 5 minute. Yields the product C(C)(C)(C)OC(=O)N[C@@H]1C(N[C@H]1CC)=O ((trans)-3-t-Butoxycarbonylamino-4-ethyl-2-azetidinone). Yield: 102.6%. As a reaction SMILES: [C:1]([O:5][C:6]([NH:8][C@H:9]1[C@H:12]([CH2:13][CH3:14])[N:11](OC)[C:10]1=[O:17])=[O:7])([CH3:4])([CH3:3])[CH3:2].N.[Na].[Cl-].[NH4+]>>[C:1]([O:5][C:6]([NH:8][C@H:9]1[C@H:12]([CH2:13][CH3:14])[NH:11][C:10]1=[O:17])=[O:7])([CH3:4])([CH3:3])[CH3:2] |f:3.4,^1:18|. Procedure details: (trans)-3-t-Butoxycarbonylamino-4-ethyl-1-methoxy-2-azetidinone (3 g) is added to 170 ml of liquid ammonia at -78° C. under nitrogen and 1.68 g of sodium is added in 5 portions with stirring over a 5 minute period. Stirring is continued for 30 minutes. Ammonium chloride is then added slowly until the blue color of the reaction mixture disappears. After removal of the ammonia under nitrogen the solid is extracted with two 100 ml portions of ethyl acetate. Removal of the solvent followed by drying... Starting materials: Cc1ccccc1, CNc1nc(C(Cl)(Cl)Cl)ns1, O=C(Cl)C(Cl)(Cl)Cl. The product is CN(C(=O)C(Cl)(Cl)Cl)c1nc(C(Cl)(Cl)Cl)ns1. RXN SMILES: [CH3:19][c:20]1[cH:21][cH:22][cH:23][cH:24][cH:25]1.[CH3:1][NH:2][c:3]1[n:4][c:5]([C:8]([Cl:9])([Cl:10])[Cl:11])[n:6][s:7]1.[Cl:12][C:13]([C:14](=[O:15])[Cl:16])([Cl:17])[Cl:18]>>[CH3:1][N:2]([c:3]1[n:4][c:5]([C:8]([Cl:9])([Cl:10])[Cl:11])[n:6][s:7]1)[C:14]([C:13]([Cl:12])([Cl:17])[Cl:18])=[O:15]. The reactants are [Li+].CC(C)[N-]C(C)C (LDA), FC1=C(N)C=CC(=C1)I (2-fluoro-4-iodoaniline), C1(CC1)N1C=C(C(C2=C(C(=CC(=C12)F)F)F)=O)C(=O)O (1-Cyclopropyl-5,6,8-trifluoro-4-oxo-1,4-dihydro-quinoline-3-carboxylic acid). Solvent: C1CCOC1 (THF), CN1CCCC1=O (NMP). Conditions: time 15 minute. Product: C1(CC1)N1C=C(C(C2=C(C(=CC(=C12)F)F)NC1=C(C=C(C=C1)I)F)=O)C(=O)O (1-Cyclopropyl-6,8-difluoro-5-(2-fluoro-4-iodo-phenylamino)-4-oxo-1,4-dihydro-quinoline-3-carboxylic acid). Isolated yield 4.3%. Reaction SMILES: [Li+].CC([N-]C(C)C)C.[F:9][C:10]1[CH:16]=[C:15]([I:17])[CH:14]=[CH:13][C:11]=1[NH2:12].[CH:18]1([N:21]2[C:30]3[C:25](=[C:26](F)[C:27]([F:32])=[CH:28][C:29]=3[F:31])[C:24](=[O:34])[C:23]([C:35]([OH:37])=[O:36])=[CH:22]2)[CH2:20][CH2:19]1>C1COCC1.CN1C(=O)CCC1>[CH:18]1([N:21]2[C:30]3[C:25](=[C:26]([NH:12][C:11]4[CH:13]=[CH:14][C:15]([I:17])=[CH:16][C:10]=4[F:9])[C:27]([F:32])=[CH:28][C:29]=3[F:31])[C:24](=[O:34])[C:23]([C:35]([OH:37])=[O:36])=[CH:22]2)[CH2:19][CH2:20]1 |f:0.1|. Procedure: LDA (2N solution in heptane/tetrahydrofuran/ethylbenzene, 0.39 mL, 0.77 mmol) was added dropwise to a stirred solution of 2-fluoro-4-iodoaniline (165 mg, 0.70 mmol) in THF (1.2 mL) at −78° C. After 15 minutes, a solution of example 1d (100 mg, 0.35 mmol) in NMP (1.8 mL) was then added at −78° C. The reaction mixture was allowed to warm to room temperature and stirred for 25 h. Purification by preparative HPLC mass triggered gave 7.6 mg (5%) of the title compound as yellow solid. 1H NMR (400 MHz,... The reactants are ClC=1C=C(C=CC1Cl)C(CCC(=O)OC)=O (methyl 4-(3,4-dichlorophenyl)-4-oxobutanoate), CC(C)([O-])C.[K+] (potassium t-butoxide), O (water). The reagents and catalysts are [Br-].C[P+](C1=CC=CC=C1)(C1=CC=CC=C1)C1=CC=CC=C1 (methyltriphenylphosphonium bromide). Solvent: C1=CC=CC=C1 (benzene), C1=CC=CC=C1 (benzene). Conditions: time 6 hour. Product: ClC=1C=C(C=CC1Cl)C(CCC(=O)OC)=C (Methyl 4-(3,4-dichlorophenyl)-4-pentenoate). Isolated yield 49.8%. Reaction SMILES: [CH3:1]C(C)([O-])C.[K+].[Cl:7][C:8]1[CH:9]=[C:10]([C:15](=O)[CH2:16][CH2:17][C:18]([O:20][CH3:21])=[O:19])[CH:11]=[CH:12][C:13]=1[Cl:14].O>[Br-].C[P+](C1C=CC=CC=1)(C1C=CC=CC=1)C1C=CC=CC=1.C1C=CC=CC=1>[Cl:7][C:8]1[CH:9]=[C:10]([C:15](=[CH2:1])[CH2:16][CH2:17][C:18]([O:20][CH3:21])=[O:19])[CH:11]=[CH:12][C:13]=1[Cl:14] |f:0.1,4.5|. Procedure: 1.75 g (49.0 mmole) of methyltriphenylphosphonium bromide and 5.50 g (49.0 mmole) of potassium t-butoxide were suspended in 200 ml of dried benzene, and the mixture was stirred at room temperature for 6 hours under a nitrogen atmosphere. At the end of this time, 8.50 g of methyl 4-(3,4-dichlorophenyl)-4-oxobutanoate [prepared as described in step (a) above] were dissolved in 40 ml of benzene, and the resulting solution was added to the reaction mixture. The mixture was then stirred for 1 hour. T... Reactants: CN(C)c1ccncc1, CC(=O)OC(C)=O, NCc1ccncc1, c1ccncc1. Yields the product CC(=O)NCc1ccncc1. Reaction SMILES: [CH3:16][N:17]([CH3:18])[c:19]1[cH:20][cH:21][n:22][cH:23][cH:24]1.[CH3:9][C:10](=[O:11])[O:12][C:13](=[O:14])[CH3:15].[NH2:1][CH2:2][c:3]1[cH:4][cH:5][n:6][cH:7][cH:8]1.[cH:25]1[cH:26][cH:27][n:28][cH:29][cH:30]1>>[NH:1]([CH2:2][c:3]1[cH:4][cH:5][n:6][cH:7][cH:8]1)[C:10]([CH3:9])=[O:11].